Dataset: the Open Reaction Database (ORD), a public repository of structured organic reaction records. Task: describe an organic reaction: reactants, conditions, products, and yield Starting materials: C1(=CC=CC=C1)[C@@H](C)N(C[C@H](COC1=CC=CC=C1)O)[C@H]1CC2=C(CCC1)C=CC(=C2)OCC(=O)OCC ((2R)-1-[N-((R)-1-phenylethyl)-((6R)-3-ethoxycarbonylmethoxy-6,7,8,9-tetrahydro-5H-benzocyclohepten-6-yl)amino]-3-phenoxy-2-propanol), [H][H] (hydrogen). Reagents/catalysts: [Pd] (palladium on activated carbon). Run in C(C)O (ethanol), O1CCCC1 (tetrahydrofuran). Product: C(C)OC(=O)COC1=CC2=C(CCC[C@H](C2)NC[C@H](COC2=CC=CC=C2)O)C=C1 ((2R)-1-[((6R)-3-ethoxycarbonylmethoxy-6,7,8,9-tetrahydro-5H-benzocyclohepten-6-yl)amino]-3-phenoxy-2-propanol). Yield: 85.8%. As a reaction SMILES: C1([C@H]([N:9]([C@@H:21]2[CH2:27][CH2:26][CH2:25][C:24]3[CH:28]=[CH:29][C:30]([O:32][CH2:33][C:34]([O:36][CH2:37][CH3:38])=[O:35])=[CH:31][C:23]=3[CH2:22]2)[CH2:10][C@@H:11]([OH:20])[CH2:12][O:13][C:14]2[CH:19]=[CH:18][CH:17]=[CH:16][CH:15]=2)C)C=CC=CC=1.[H][H]>[Pd].C(O)C.O1CCCC1>[CH2:37]([O:36][C:34]([CH2:33][O:32][C:30]1[CH:29]=[CH:28][C:24]2[CH2:25][CH2:26][CH2:27][C@@H:21]([NH:9][CH2:10][C@@H:11]([OH:20])[CH2:12][O:13][C:14]3[CH:19]=[CH:18][CH:17]=[CH:16][CH:15]=3)[CH2:22][C:23]=2[CH:31]=1)=[O:35])[CH3:38]. Reported procedure: A mixture of (2R)-1-[N-((R)-1-phenylethyl)-((6R)-3-ethoxycarbonylmethoxy-6,7,8,9-tetrahydro-5H-benzocyclohepten-6-yl)amino]-3-phenoxy-2-propanol (2.0 g) and 10% palladium on activated carbon (50% wet, 0.70 g) in ethanol (24 ml) and tetrahydrofuran (12 ml) was stirred at room temperature in the presence of hydrogen at an atmospheric pressure for 3.5 hours, and filtered. The filtrate was evaporated in vacuo. The residue was chromatographed (chloroform-methanol) over silica gel to afford (2R)-1-[((...